From a dataset of the Open Reaction Database (ORD), a public repository of structured organic reaction records. describe an organic reaction: reactants, conditions, products, and yield Reactants: CO (methanol), COC(CN(CCCCCCCC)C1CC(NC(C1)(C)C)(C)C)=O (N-(2,2,6,6-tetramethyl-4-piperidinyl)-N-octylglycine methyl ester), CC1(NC(CC(C1)O)(C)C)C (2,2,6,6-tetramethyl-4-piperidinol), CC(C)([O-])C.[K+] (potassium tert-butoxide). Run in CCCCCCC (heptane), CCCCCCC (heptane). The product is CC1(NC(CC(C1)OC(CN(CCCCCCCC)C1CC(NC(C1)(C)C)(C)C)=O)(C)C)C (N-(2,2,6,6-tetramethyl-4-piperidinyl)-N-octylglycine(2,2,6,6-tetramethyl-4-piperidinyl)ester). Isolated yield 73.6%. RXN SMILES: [CH3:1][O:2][C:3](=[O:24])[CH2:4][N:5]([CH:14]1[CH2:19][C:18]([CH3:21])([CH3:20])[NH:17][C:16]([CH3:23])([CH3:22])[CH2:15]1)[CH2:6][CH2:7][CH2:8][CH2:9][CH2:10][CH2:11][CH2:12][CH3:13].[CH3:25][C:26]1([CH3:35])[CH2:31]C(O)[CH2:29][C:28]([CH3:34])([CH3:33])[NH:27]1.CC(C)([O-])C.[K+].CO>CCCCCCC>[CH3:25][C:26]1([CH3:35])[CH2:31][CH:1]([O:2][C:3](=[O:24])[CH2:4][N:5]([CH:14]2[CH2:19][C:18]([CH3:21])([CH3:20])[NH:17][C:16]([CH3:23])([CH3:22])[CH2:15]2)[CH2:6][CH2:7][CH2:8][CH2:9][CH2:10][CH2:11][CH2:12][CH3:13])[CH2:29][C:28]([CH3:34])([CH3:33])[NH:27]1 |f:2.3|. Procedure: To the same flask as used in Example 1 were added 34 g (0.1 mole) of N-(2,2,6,6-tetramethyl-4-piperidinyl)-N-octylglycine methyl ester, 17.3 g (0.11 mole) of 2,2,6,6-tetramethyl-4-piperidinol, 1.2 g of potassium tert-butoxide and 100 g of heptane. The temperature was raised with stirring, and reaction was carried out at 98° to 105° C. for 6 hours, during which methanol was removed from the reaction system by means of the Deanstark trap. After completion of the reaction, water was added to the re...